Dataset: the Open Reaction Database (ORD), a public repository of structured organic reaction records. Task: describe an organic reaction: reactants, conditions, products, and yield Starting materials: C(#C)[C@]1([C@]2(C)[C@@H](CC1)[C@@H]1C=CC3=CC(CC[C@]3(C)[C@H]1[C@H](C2)F)=O)O (17α-ethinyl-11β-fluoro-17β-hydroxy-4,6-androstadien-3-one), C(C)(C)(C)O (tert.-butanol), C(CCl)Cl (ethylene chloride), C(CCl)Cl (ethylene chloride), ClC1=CC(=CC=C1)C(=O)OO (m-chloroperbenzoic acid). The solvent is C(C)(=O)OCC (ethyl acetate). Conditions: time 21 hour. Product: C(#C)[C@]1([C@]2(C)[C@@H](CC1)[C@@H]1[C@H]3[C@@H](C4=CC(CC[C@]4(C)[C@H]1[C@H](C2)F)=O)O3)O (17α-ethinyl-6α,7α-epoxy-11β-fluoro-17β-hydroxy-4-androsten-3-one). Reaction SMILES: [C:1]([C@:3]1([OH:24])[CH2:8][CH2:7][C@H:6]2[C@H:9]3[C@H:19]([C@@H:20]([F:22])[CH2:21][C@:4]12[CH3:5])[C@:17]1([CH3:18])[C:12](=[CH:13][C:14](=[O:23])[CH2:15][CH2:16]1)[CH:11]=[CH:10]3)#[CH:2].C(Cl)CCl.ClC1C=CC=C(C(OO)=[O:37])C=1.C(O)(C)(C)C>C(OCC)(=O)C>[C:1]([C@:3]1([OH:24])[CH2:8][CH2:7][C@H:6]2[C@H:9]3[C@H:19]([C@@H:20]([F:22])[CH2:21][C@:4]12[CH3:5])[C@:17]1([CH3:18])[C:12](=[CH:13][C:14](=[O:23])[CH2:15][CH2:16]1)[C@H:11]1[O:37][C@@H:10]31)#[CH:2]. Reported procedure: 750 mg. of 17α-ethinyl-11β-fluoro-17β-hydroxy-4,6-androstadien-3-one in 50 ml. of ethylene chloride is combined with 1.2 g. of m-chloroperbenzoic acid in 5 ml. of tert.-butanol and 1 ml. of ethylene chloride. The mixture is agitated at room temperature for 21 hours. The solution is then diluted with ethyl acetate and washed successively with sodium bisulfite solution and water. In this way, 420 mg. of 17α-ethinyl-6α,7α-epoxy-11β-fluoro-17β-hydroxy-4-androsten-3-one is isolated. UV: ε239 = 16,300... Reactants: O1C(C1)COC1=CC=C(C#N)C=C1 (4-(oxiranylmethoxy)benzonitrile), N1CCSCC1 (thiomorpholine). The solvent is CC(C)O (2-propanol). Yields the product OC(COC1=CC=C(C#N)C=C1)CN1CCSCC1 (4-[2-hydroxy-3-(4-thiomorpholinyl)propoxy]-benzonitrile). RXN SMILES: [O:1]1[CH2:3][CH:2]1[CH2:4][O:5][C:6]1[CH:13]=[CH:12][C:9]([C:10]#[N:11])=[CH:8][CH:7]=1.[NH:14]1[CH2:19][CH2:18][S:17][CH2:16][CH2:15]1>CC(O)C>[OH:1][CH:2]([CH2:3][N:14]1[CH2:19][CH2:18][S:17][CH2:16][CH2:15]1)[CH2:4][O:5][C:6]1[CH:13]=[CH:12][C:9]([C:10]#[N:11])=[CH:8][CH:7]=1. Reported procedure: A solution of 4-(oxiranylmethoxy)benzonitrile (10 g, 56.8 mmol) and thiomorpholine (7 g, 67.8 mmol) in 2-propanol (100 ml) was stirred over night at room temperature. Solvent was evaporated. The oily residue was dissolved in hydrochloric acid (2M, 50 ml) and extracted twice with diethylether. The acid aqueous solution was treated with sodium carbonate solution. The basic-aqueous layer was extracted three times with methylene chloride. The combined organic layers were dried over magnesium sulphat... Starting materials: O=C([O-])[O-], CS(C)=O, CCOC(C)=O, O=S(=O)(c1ccc(CCc2ccc(F)cc2F)cc1)c1ccccc1F, [K+], [K+], c1c[nH]cn1. The product is O=S(=O)(c1ccc(CCc2ccc(F)cc2F)cc1)c1ccccc1-n1ccnc1. RXN SMILES: [C:27](=[O:28])([O-:29])[O-:30].[CH3:38][S:39]([CH3:40])=[O:41].[CH3:42][CH2:43][O:44][C:45](=[O:46])[CH3:47].[F:1][c:2]1[c:3]([CH2:9][CH2:10][c:11]2[cH:12][cH:13][c:14]([S:17](=[O:18])(=[O:19])[c:20]3[c:21]([F:26])[cH:22][cH:23][cH:24][cH:25]3)[cH:15][cH:16]2)[cH:4][cH:5][c:6]([F:8])[cH:7]1.[K+:31].[K+:32].[nH:33]1[cH:34][n:35][cH:36][cH:37]1>>[F:1][c:2]1[c:3]([CH2:9][CH2:10][c:11]2[cH:12][cH:13][c:14]([S:17](=[O:18])(=[O:19])[c:20]3[c:21](-[n:33]4[cH:34][n:35][cH:36][cH:37]4)[cH:22][cH:23][cH:24][cH:25]3)[cH:15][cH:16]2)[cH:4][cH:5][c:6]([F:8])[cH:7]1. The product is C(C=C)OC(=O)N1CCC(=CC2=C1C=CC(=C2)C2=CC=C(C=C2)OCCOCCCC)C(=O)O (1-(allyloxycarbonyl)-7-[4-(2-butoxyethoxy)phenyl]-2,3-dihydro-1-benzazepine-4-carboxylic acid). Conditions: time 4 hour. The yield is 85.8%. The reactants are [OH-].[Na+] (sodium hydroxide), Cl (hydrochloric acid), C(C=C)OC(=O)N1CCC(=CC2=C1C=CC(=C2)C2=CC=C(C=C2)OCCOCCCC)C(=O)OC (methyl 1-(allyloxycarbonyl)-7-[4-(2-butoxyethoxy)phenyl]-2,3-dihydro-1-benzazepine-4-carboxylate). Reported procedure: In THF (4.5 ml)/ethanol (4.5 ml) was dissolved methyl 1-(allyloxycarbonyl)-7-[4-(2-butoxyethoxy)phenyl]-2,3-dihydro-1-benzazepine-4-carboxylate (0.30 g). To the solution was added 1N sodium hydroxide (3.0 ml), and the mixture was stirred at room temperature for 4 hours. pH was adjusted to approximate 4 with 1N hydrochloric acid, and the solvent was concentrated to half under reduced pressure. The concentrated material was extracted with ethyl acetate, the extract was washed with saturated brine ... Reaction SMILES: [CH2:1]([O:4][C:5]([N:7]1[C:13]2[CH:14]=[CH:15][C:16]([C:18]3[CH:23]=[CH:22][C:21]([O:24][CH2:25][CH2:26][O:27][CH2:28][CH2:29][CH2:30][CH3:31])=[CH:20][CH:19]=3)=[CH:17][C:12]=2[CH:11]=[C:10]([C:32]([O:34]C)=[O:33])[CH2:9][CH2:8]1)=[O:6])[CH:2]=[CH2:3].[OH-].[Na+].Cl>C1COCC1.C(O)C>[CH2:1]([O:4][C:5]([N:7]1[C:13]2[CH:14]=[CH:15][C:16]([C:18]3[CH:19]=[CH:20][C:21]([O:24][CH2:25][CH2:26][O:27][CH2:28][CH2:29][CH2:30][CH3:31])=[CH:22][CH:23]=3)=[CH:17][C:12]=2[CH:11]=[C:10]([C:32]([OH:34])=[O:33])[CH2:9][CH2:8]1)=[O:6])[CH:2]=[CH2:3] |f:1.2|. Solvent: C1CCOC1 (THF), C(C)O (ethanol).